This data is from the Open Reaction Database (ORD), a public repository of structured organic reaction records. The task is: describe an organic reaction: reactants, conditions, products, and yield Reactants: C1(CCCCC1)P(C1CCCCC1)C1CCCCC1 (tricyclohexylphosphine), C(CCCCCCCCC=C)(=O)OCCCC=C (4-pentenyl 10-undecenoate), ClC(C(=O)OC)Cl (methyl dichloroacetate), di-μ-chlorobis((p-cymene)chlororuthenium), [Al] (aluminum). Solvent: C1(=CC=CC=C1)C (toluene). Reaction conditions: temperature 80 celsius, time 16 hour. Yields the product C1(CCCCCCCCC=CCCCO1)=O (10-tetradecene-14-olide). Isolated yield 40.1%. RXN SMILES: C1(P(C2CCCCC2)C2CCCCC2)CCCCC1.[Al].[C:21]([O:33][CH2:34][CH2:35][CH2:36][CH:37]=[CH2:38])(=[O:32])[CH2:22][CH2:23][CH2:24][CH2:25][CH2:26][CH2:27][CH2:28][CH2:29]C=C.ClC(Cl)C(OC)=O>C1(C)C=CC=CC=1>[C:21]1(=[O:32])[O:33][CH2:34][CH2:35][CH2:36][CH:37]=[CH:38][CH2:29][CH2:28][CH2:27][CH2:26][CH2:25][CH2:24][CH2:23][CH2:22]1. Procedure details: 0.05 g of tricyclohexylphosphine, 0.06 g (0.1 mmol) of di-μ-chlorobis((p-cymene)chlororuthenium), 10 ml of toluene, 0.05 g (1.85 mmol) of an aluminum powder, 0.252 g (1 mmol) of 4-pentenyl 10-undecenoate and 0.021 ml (0.2 mmol) of methyl dichloroacetate were blended and the mixture was stirred at 80° C. for 16 hours in a nitrogen stream. A solvent was distilled and the residue was refined by silica gel column chromatography (toluene/ethyl acetate=10/1) to obtain 0.09 g of an object material (yie... Product: CC(Cc1ccc(C(C)(C)C)cc1)CN1CC(C)CC(C)C1. Reactants: CC(C=O)Cc1ccc(C(C)(C)C)cc1, CC1CNCC(C)C1, Cc1ccccc1, O=CO, Cl. Reaction SMILES: [C:1]([CH3:2])([CH3:3])([CH3:4])[c:5]1[cH:6][cH:7][c:8]([CH2:11][CH:12]([CH:13]=[O:14])[CH3:15])[cH:9][cH:10]1.[CH3:16][CH:17]1[CH2:18][NH:19][CH2:20][CH:21]([CH3:23])[CH2:22]1.[CH3:28][c:29]1[cH:30][cH:31][cH:32][cH:33][cH:34]1.[CH:24]([OH:25])=[O:26].[ClH:27]>>[C:1]([CH3:2])([CH3:3])([CH3:4])[c:5]1[cH:6][cH:7][c:8]([CH2:11][CH:12]([CH2:13][N:19]2[CH2:18][CH:17]([CH3:16])[CH2:22][CH:21]([CH3:23])[CH2:20]2)[CH3:15])[cH:9][cH:10]1. Starting materials: CCOC(=O)c1ccc(F)cc1, [I-], [K+], O, c1c[nH]cn1. The product is CCOC(=O)c1ccc(-n2ccnc2)cc1. As a reaction SMILES: [F:6][c:7]1[cH:8][cH:9][c:10]([C:11](=[O:12])[O:13][CH2:14][CH3:15])[cH:16][cH:17]1.[I-:19].[K+:18].[OH2:20].[nH:1]1[cH:2][n:3][cH:4][cH:5]1>>[n:1]1(-[c:7]2[cH:8][cH:9][c:10]([C:11](=[O:12])[O:13][CH2:14][CH3:15])[cH:16][cH:17]2)[cH:2][n:3][cH:4][cH:5]1. Starting materials: N1N=NC(=C1)C(=O)O (1H-1,2,3-triazole-4-carboxylic acid), CNCCC1CCN(CC1)C(=O)OCC1=CC(=CC(=C1)Cl)Cl (3,5-Dichlorobenzyl 4-(2-(methylamino)ethyl)piperidine-1-carboxylate). Yields the product CN(C(=O)C=1N=NNC1)CCC1CCN(CC1)C(=O)OCC1=CC(=CC(=C1)Cl)Cl (3,5-Dichlorobenzyl 4-(2-(N-methyl-1H-1,2,3-triazole-4-carboxamido)ethyl)piperidine-1-carboxylate). Reaction SMILES: [NH:1]1[CH:5]=[C:4]([C:6]([OH:8])=O)[N:3]=[N:2]1.[CH3:9][NH:10][CH2:11][CH2:12][CH:13]1[CH2:18][CH2:17][N:16]([C:19]([O:21][CH2:22][C:23]2[CH:28]=[C:27]([Cl:29])[CH:26]=[C:25]([Cl:30])[CH:24]=2)=[O:20])[CH2:15][CH2:14]1>>[CH3:9][N:10]([CH2:11][CH2:12][CH:13]1[CH2:14][CH2:15][N:16]([C:19]([O:21][CH2:22][C:23]2[CH:24]=[C:25]([Cl:30])[CH:26]=[C:27]([Cl:29])[CH:28]=2)=[O:20])[CH2:17][CH2:18]1)[C:6]([C:4]1[N:3]=[N:2][NH:1][CH:5]=1)=[O:8]. Reported procedure: The title compound was prepared analogously to Example 34, step 3 from 1H-1,2,3-triazole-4-carboxylic acid and 3,5-dichlorobenzyl 4-(2-(methylamino)ethyl)piperidine-1-carboxylate (Example 1, step 3) (200 mg, 0.579 mmol); The reactants are [Se](=O)=O (Selenium dioxide), C(C)(C)(C)[C@@H]1CC[C@H](CC1)OC1=CC=C2C=C(N=CC2=C1)C (7-(trans-4-tert-Butyl-cyclohexyloxy)-3-methyl-isoquinoline), crude product. The solvent is C1(=CC=CC=C1)OC1=CC=CC=C1 (diphenylether), C1(=CC=CC=C1)OC1=CC=CC=C1 (Diphenyl ether). Conditions: temperature 200 celsius. Yields the product C(C)(C)(C)[C@@H]1CC[C@H](CC1)OC1=CC=C2C=C(N=CC2=C1)C=O (7-(trans-4-tert-butylcyclohexyloxy) isoquinoline-3-carbaldehyde). RXN SMILES: [Se](=O)=[O:2].[C:4]([C@H:8]1[CH2:13][CH2:12][C@H:11]([O:14][C:15]2[CH:24]=[C:23]3[C:18]([CH:19]=[C:20]([CH3:25])[N:21]=[CH:22]3)=[CH:17][CH:16]=2)[CH2:10][CH2:9]1)([CH3:7])([CH3:6])[CH3:5]>C1(OC2C=CC=CC=2)C=CC=CC=1>[C:4]([C@H:8]1[CH2:13][CH2:12][C@H:11]([O:14][C:15]2[CH:24]=[C:23]3[C:18]([CH:19]=[C:20]([CH:25]=[O:2])[N:21]=[CH:22]3)=[CH:17][CH:16]=2)[CH2:10][CH2:9]1)([CH3:7])([CH3:6])[CH3:5]. Procedure: Selenium dioxide (2.25 g, 20.3 mmol) was added to a solution of 7-(trans-4-tert-Butyl-cyclohexyloxy)-3-methyl-isoquinoline (2.01 g, 6.76 mmol) in Diphenyl ether (50 mL, 300 mmol) and the mixture was heated at 200° C. in a sealed tube for 4 hours. The reaction was then cooled to room temperature. Silica gel was added and the flask was placed in a cold water bath to solidify the diphenylether solvent. This solid mixture containing the crude product was purified by flash chromatography to give the ... Reactants: C(CC(O)(C(=O)O)CC(=O)O)(=O)O (citric acid), [OH-].[K+] (potassium hydroxide), C1=CC=CC=C1 (benzene), C(C)O (ethanol). Reagents/catalysts: [Sn] (tin). Solvent: C(C)(=O)OCCCC (butyl acetate), C(CCC)O (Butanol). Run at temperature 150 celsius. The product is CCCCOC(=O)CC(CC(=O)OCCCC)(C(=O)OCCCC)OC(=O)C (acetyl tributyl citrate). As a reaction SMILES: [C:1]([OH:13])(=[O:12])[CH2:2][C:3]([CH2:8][C:9]([OH:11])=[O:10])([C:5]([OH:7])=[O:6])[OH:4].[CH:14]1[CH:19]=[CH:18][CH:17]=CC=1.[CH2:20]([OH:22])[CH3:21].[OH-].[K+]>[Sn].C(OCCCC)(=O)C.C(O)CCC>[CH3:17][CH2:18][CH2:19][CH2:14][O:10][C:9]([CH2:8][C:3]([O:4][C:20]([CH3:21])=[O:22])([C:5]([O:7][CH2:14][CH2:19][CH2:18][CH3:17])=[O:6])[CH2:2][C:1]([O:13][CH2:1][CH2:2][CH2:3][CH3:5])=[O:12])=[O:11] |f:3.4,^3:24|. Procedure details: German Pat. No. 1 041 944 describes a process in which a citric acid ester is said to be prepared from a crude citric acid broth. Specifically, the authors describe a process for producing an ester of citric acid, in which a raw 30% citric acid broth is dehydrated with benzene and ethanol to a syrup. Butanol and butyl acetate, along with a tin catalyst, are added to the syrup and the mixture is heated to a temperature of 140-160° C., whereupon the reaction is halted with potassium hydroxide. The... Starting materials: O=C([O-])[O-], CS(C)=O, CCOC(C)=O, CNc1nccc(-c2cccnc2Cl)n1, [Cs+], [Cs+], Oc1ccc(Cc2nnc(-c3ccccc3)c3ccccc23)cc1. Yields the product CNc1nccc(-c2cccnc2Oc2ccc(Cc3nnc(-c4ccccc4)c4ccccc34)cc2)n1. RXN SMILES: [C:40](=[O:41])([O-:42])[O-:43].[CH3:46][S:47]([CH3:48])=[O:49].[CH3:50][CH2:51][O:52][C:53]([CH3:54])=[O:55].[Cl:1][c:2]1[n:3][cH:4][cH:5][cH:6][c:7]1-[c:8]1[n:9][c:10]([NH:14][CH3:15])[n:11][cH:12][cH:13]1.[Cs+:44].[Cs+:45].[c:16]1(-[c:22]2[n:23][n:24][c:25]([CH2:32][c:33]3[cH:34][cH:35][c:36]([OH:39])[cH:37][cH:38]3)[c:26]3[cH:27][cH:28][cH:29][cH:30][c:31]23)[cH:17][cH:18][cH:19][cH:20][cH:21]1>>[c:2]1([O:39][c:36]2[cH:35][cH:34][c:33]([CH2:32][c:25]3[n:24][n:23][c:22](-[c:16]4[cH:17][cH:18][cH:19][cH:20][cH:21]4)[c:31]4[c:26]3[cH:27][cH:28][cH:29][cH:30]4)[cH:38][cH:37]2)[n:3][cH:4][cH:5][cH:6][c:7]1-[c:8]1[n:9][c:10]([NH:14][CH3:15])[n:11][cH:12][cH:13]1. The reactants are COc2ccc(n1cccc1)cc2 (substrate), Cn2cnc1ccccc12 (effective_coupling_partner). The reagents and catalysts are CDC. Reaction conditions: temperature 90 celsius, time 16 hour. Product: Cn4c(c2ccc(n1cccc1)cc2)nc3ccccc34. Reactants: [BH4-], C=CCn1c(NCCOc2ccccc2)nc(N2CCc3ccccc3CC2)c(C#N)c1=O, CC(C)=O, [Li+], C1CCOC1. The product is N#Cc1c(N2CCc3ccccc3CC2)nc(NCCOc2ccccc2)[nH]c1=O. RXN SMILES: [BH4-:1].[CH2:3]([CH:4]=[CH2:5])[n:6]1[c:7]([NH:26][CH2:27][CH2:28][O:29][c:30]2[cH:31][cH:32][cH:33][cH:34][cH:35]2)[n:8][c:9]([N:15]2[CH2:16][CH2:17][c:18]3[c:19]([cH:22][cH:23][cH:24][cH:25]3)[CH2:20][CH2:21]2)[c:10]([C:13]#[N:14])[c:11]1=[O:12].[CH3:36][C:37](=[O:38])[CH3:39].[Li+:2].[O:40]1[CH2:41][CH2:42][CH2:43][CH2:44]1>>[nH:6]1[c:7]([NH:26][CH2:27][CH2:28][O:29][c:30]2[cH:31][cH:32][cH:33][cH:34][cH:35]2)[n:8][c:9]([N:15]2[CH2:16][CH2:17][c:18]3[c:19]([cH:22][cH:23][cH:24][cH:25]3)[CH2:20][CH2:21]2)[c:10]([C:13]#[N:14])[c:11]1=[O:12].